This data is from the Open Reaction Database (ORD), a public repository of structured organic reaction records. The task is: describe an organic reaction: reactants, conditions, products, and yield Procedure: A mixture of 10.6 g of dicyclohexylcarbodiimide and 40 ml of methylene chloride is added to a mixture of 9.1 g of trans-4-pentylcyclohexylcarboxylic acid, 11.2 g of p-hydroxyphenyl-sulfur pentafluoride and 100 ml of methylene chloride, and the combined mixture is heated at the boil for 6 hours. Working up in the customary manner gives 4-(trans-4-pentylcyclohexylcarbonyloxy)-phenyl-sulfur pentafluoride. The reactants are C(CCCC)[C@@H]1CC[C@H](CC1)C(=O)O (trans-4-pentylcyclohexylcarboxylic acid), OC1=CC=C(C=C1)S(F)(F)(F)(F)F (p-hydroxyphenyl-sulfur pentafluoride), C1(CCCCC1)N=C=NC1CCCCC1 (dicyclohexylcarbodiimide). The product is C(CCCC)[C@@H]1CC[C@H](CC1)C(=O)OC1=CC=C(C=C1)S(F)(F)(F)(F)F (4-(trans-4-pentylcyclohexylcarbonyloxy)-phenyl-sulfur pentafluoride). Solvent: C(Cl)Cl (methylene chloride), C(Cl)Cl (methylene chloride). As a reaction SMILES: C1(N=C=NC2CCCCC2)CCCCC1.[CH2:16]([C@H:21]1[CH2:26][CH2:25][C@H:24]([C:27]([OH:29])=[O:28])[CH2:23][CH2:22]1)[CH2:17][CH2:18][CH2:19][CH3:20].O[C:31]1[CH:36]=[CH:35][C:34]([S:37]([F:42])([F:41])([F:40])([F:39])[F:38])=[CH:33][CH:32]=1>C(Cl)Cl>[CH2:16]([C@H:21]1[CH2:22][CH2:23][C@H:24]([C:27]([O:29][C:31]2[CH:32]=[CH:33][C:34]([S:37]([F:40])([F:38])([F:42])([F:39])[F:41])=[CH:35][CH:36]=2)=[O:28])[CH2:25][CH2:26]1)[CH2:17][CH2:18][CH2:19][CH3:20].